From a dataset of the Open Reaction Database (ORD), a public repository of structured organic reaction records. describe an organic reaction: reactants, conditions, products, and yield The reactants are C(C)S(=O)(=O)N1CCC(CC1)C1=CNC2=C(C=C(C=C12)C1=CSC(=C1)C=O)C(=O)N (3-[1-(ethylsulfonyl)-4-piperidinyl]-5-(5-formyl-3-thienyl)-1H-indole-7-carboxamide), C(CC)C1NCCC1 (2-propylpyrrolidine), C(C)(=O)O[BH-](OC(C)=O)OC(C)=O.[Na+] (Sodium triacetoxyborohydride). Solvent: CS(=O)C (DMSO). Product: C(C)S(=O)(=O)N1CCC(CC1)C1=CNC2=C(C=C(C=C12)C1=CSC(=C1)CN1C(CCC1)CCC)C(=O)N (3-[1-(ethylsulfonyl)-4-piperidinyl]-5-{5-[(2-propyl-1-pyrrolidinyl)methyl]-3-thienyl}-1H-indole-7-carboxamide). Yield: 35.2%. Reaction SMILES: [CH2:1]([S:3]([N:6]1[CH2:11][CH2:10][CH:9]([C:12]2[C:20]3[C:15](=[C:16]([C:28]([NH2:30])=[O:29])[CH:17]=[C:18]([C:21]4[CH:25]=[C:24]([CH:26]=O)[S:23][CH:22]=4)[CH:19]=3)[NH:14][CH:13]=2)[CH2:8][CH2:7]1)(=[O:5])=[O:4])[CH3:2].[CH2:31]([CH:34]1[CH2:38][CH2:37][CH2:36][NH:35]1)[CH2:32][CH3:33].C(O[BH-](OC(=O)C)OC(=O)C)(=O)C.[Na+]>CS(C)=O>[CH2:1]([S:3]([N:6]1[CH2:11][CH2:10][CH:9]([C:12]2[C:20]3[C:15](=[C:16]([C:28]([NH2:30])=[O:29])[CH:17]=[C:18]([C:21]4[CH:25]=[C:24]([CH2:26][N:35]5[CH2:36][CH2:37][CH2:38][CH:34]5[CH2:31][CH2:32][CH3:33])[S:23][CH:22]=4)[CH:19]=3)[NH:14][CH:13]=2)[CH2:8][CH2:7]1)(=[O:4])=[O:5])[CH3:2] |f:2.3|. Procedure: To a solution of 3-[1-(ethylsulfonyl)-4-piperidinyl]-5-(5-formyl-3-thienyl)-1H-indole-7-carboxamide (50 mg, 0.11 mmol) in DMSO (2.0 mL) was added 2-propylpyrrolidine (113 mg, 1.0 mmol). The reaction mixture was then reacted in a microwave at 120° C. for 10 min. Sodium triacetoxyborohydride (220 mg, 1.0 mmol) was then added and the reaction was reacted at room temperature overnight. It was then purified by Gilson Preparatory HPLC to give 21.0 mg of the title compound (38.7%). Yields the product OC=1C=CC2=C(SC(=C2C(C2=CC=C(C=C2)OCCN2CCCCC2)=O)C2=CC=C(C=C2)O)C1 (6-hydroxy-2-(4-hydroxyphenyl)-3-[4-(2-piperidinoethoxy)benzoyl]benzo[b]thiophene). Procedure details: A 4 g. portion of 6-methanesulfonyloxy-2-(4-methanesulfonyloxyphenyl)-3-[4-(2-piperidinoethoxy)benzoyl]benzo[b]thiophene, hydrochloride, was combined with 100 ml. of denatured alcohol and 10 ml. of 5 N sodium hydroxide, and stirred under reflux for 1.5 hours under a nitrogen atmosphere. The reaction mixture was then evaporated to dryness under vacuum, and the residue was dissolved in 200 ml. of water and washed with 300 ml. of diethyl ether. The water layer was degassed under vacuum, and then ni... As a reaction SMILES: Cl.CS([O:6][C:7]1[CH:8]=[CH:9][C:10]2[C:14]([C:15](=[O:31])[C:16]3[CH:21]=[CH:20][C:19]([O:22][CH2:23][CH2:24][N:25]4[CH2:30][CH2:29][CH2:28][CH2:27][CH2:26]4)=[CH:18][CH:17]=3)=[C:13]([C:32]3[CH:37]=[CH:36][C:35]([O:38]S(C)(=O)=O)=[CH:34][CH:33]=3)[S:12][C:11]=2[CH:43]=1)(=O)=O.[OH-].[Na+].CC(C)=O>C(O)C>[OH:6][C:7]1[CH:8]=[CH:9][C:10]2[C:14]([C:15](=[O:31])[C:16]3[CH:17]=[CH:18][C:19]([O:22][CH2:23][CH2:24][N:25]4[CH2:26][CH2:27][CH2:28][CH2:29][CH2:30]4)=[CH:20][CH:21]=3)=[C:13]([C:32]3[CH:33]=[CH:34][C:35]([OH:38])=[CH:36][CH:37]=3)[S:12][C:11]=2[CH:43]=1 |f:0.1,2.3|. Solvent: denatured alcohol, C(C)O (ethanol). Starting materials: Cl.CS(=O)(=O)OC=1C=CC2=C(SC(=C2C(C2=CC=C(C=C2)OCCN2CCCCC2)=O)C2=CC=C(C=C2)OS(=O)(=O)C)C1 (6-methanesulfonyloxy-2-(4-methanesulfonyloxyphenyl)-3-[4-(2-piperidinoethoxy)benzoyl]benzo[b]thiophene, hydrochloride), N(CH2CH2)2CH2, N(CH2CH2)2CH2, ( 34,000 ), [OH-].[Na+] (sodium hydroxide), CC(=O)C (acetone), ( ε ). The reactants are COC(=O)[C@@H]1C(NC2=C(C[C@H]1C1=CC3=C(C=C1)OCO3)C=CC=C2)=O ((+/-)-Trans-1,3,4,5-tetrahydro-3-(methoxycarbonyl)-4-(3,4-methylenedioxyphenyl)-2H-1-benzazepine-2-one), [H-].[Na+] (sodium hydride), CI (Methyl iodide), C(C)(=O)OCC.CCCCCC (ethyl acetate hexane). The solvent is CN(C)C=O (DMF), CN(C)C=O (DMF). Reaction conditions: time 1 hour. Product: COC(=O)[C@@H]1C(N(C2=C(C[C@H]1C1=CC3=C(C=C1)OCO3)C=CC=C2)C)=O ((+/-)-Trans- 1,3,4,5-tetrahydro-3-(methoxycarbonyl)-4-(3,4-methylenedioxyphenyl)-1-methyl-2H- 1-benzazepine-2-one). As a reaction SMILES: [CH3:1][O:2][C:3]([C@H:5]1[C@H:11]([C:12]2[CH:17]=[CH:16][C:15]3[O:18][CH2:19][O:20][C:14]=3[CH:13]=2)[CH2:10][C:9]2[CH:21]=[CH:22][CH:23]=[CH:24][C:8]=2[NH:7][C:6]1=[O:25])=[O:4].[H-].[Na+].CI.[C:30](OCC)(=O)C.CCCCCC>CN(C=O)C>[CH3:1][O:2][C:3]([C@H:5]1[C@H:11]([C:12]2[CH:17]=[CH:16][C:15]3[O:18][CH2:19][O:20][C:14]=3[CH:13]=2)[CH2:10][C:9]2[CH:21]=[CH:22][CH:23]=[CH:24][C:8]=2[N:7]([CH3:30])[C:6]1=[O:25])=[O:4] |f:1.2,4.5|. Procedure: A solution of (+/-)-Trans-1,3,4,5-tetrahydro-3-(methoxycarbonyl)-4-(3,4-methylenedioxyphenyl)-2H-1-benzazepine-2-one (0.35 g, 1.03 mmol) in DMF (3 ml) was added to a mixture of sodium hydride (0.036 g, 1.2 mmol, 80% mineral oil dispersion) and the mixture stirred 1 h at ambient temperature. Methyl iodide (0.4 ml, 0.91 g, 6.43 mmol) in DMF (0.5 ml) was added and the mixture stirred 48 h at ambient temperature. The reaction was quenched in water (50 ml) and extracted with ethyl acetate (3×10 ml). ... The reactants are CN1C=C(C=C(C1=O)NC1=NC=C(C=C1)N1[C@H](CN(CC1)C1COC1)C)C1=C(C=O)C(=CC=C1)N1N=CC=2C=3CCCCC3SC2C1=O (2-[1-Methyl-5-({5-[(2S)-2-methyl-4-(oxetan-3-yl)piperazin-1-yl]pyridin-2-yl}amino)-6-oxopyridin-3-yl]-6-{6-oxo-8-thia-4,5-diazatricyclo[7.4.0.02,7]trideca-1(9),2(7),3-trien-5-yl}benzaldehyde), [BH4-].[Na+] (sodium borohydride). Run in CO (methanol). Run at time 30 minute. The product is OCC1=C(C=CC=C1C1=CN(C(C(=C1)NC1=NC=C(C=C1)N1[C@H](CN(CC1)C1COC1)C)=O)C)N1N=CC2=C(C1=O)SC1=C2CCCC1 (3-[2-(hydroxymethyl)-3-[1-methyl-5-[[5-[(2S)-2-methyl-4-(oxetan-3-yl)piperazin-1-yl]-2-pyridyl]amino]-6-oxo-3-pyridyl]phenyl]-6,7,8,9-tetrahydrobenzothiopheno[2,3-d]pyridazin-4-one). Yield: 58.4%. Reaction SMILES: [CH3:1][N:2]1[C:7](=[O:8])[C:6]([NH:9][C:10]2[CH:15]=[CH:14][C:13]([N:16]3[CH2:21][CH2:20][N:19]([CH:22]4[CH2:25][O:24][CH2:23]4)[CH2:18][C@@H:17]3[CH3:26])=[CH:12][N:11]=2)=[CH:5][C:4]([C:27]2[CH:34]=[CH:33][CH:32]=[C:31]([N:35]3[C:47](=[O:48])[C:46]4[S:45][C:44]5[CH2:43][CH2:42][CH2:41][CH2:40][C:39]=5[C:38]=4[CH:37]=[N:36]3)[C:28]=2[CH:29]=[O:30])=[CH:3]1.[BH4-].[Na+]>CO>[OH:30][CH2:29][C:28]1[C:27]([C:4]2[CH:5]=[C:6]([NH:9][C:10]3[CH:15]=[CH:14][C:13]([N:16]4[CH2:21][CH2:20][N:19]([CH:22]5[CH2:25][O:24][CH2:23]5)[CH2:18][C@@H:17]4[CH3:26])=[CH:12][N:11]=3)[C:7](=[O:8])[N:2]([CH3:1])[CH:3]=2)=[CH:34][CH:33]=[CH:32][C:31]=1[N:35]1[C:47](=[O:48])[C:46]2[S:45][C:44]3[CH2:43][CH2:42][CH2:41][CH2:40][C:39]=3[C:38]=2[CH:37]=[N:36]1 |f:1.2|. Procedure: At 0° C., to a solution of 130b (120 mg, 0.18 mmol) in methanol (5 mL) was added sodium borohydride (20 mg, 0.54 mmol). The reaction was stirred for 30 minutes. It was then quenched with water (1 mL) and concentrated under reduced pressure. The residue was purified by reverse-phase prep-HPLC to afford 130 (70 mg, 59%). LCMS: [M+H]+ 666.3. 1H NMR (500 MHz, CDCl3) δ 8.62 (d, J=2.0 Hz, 1H), 8.26 (s, 1H), 7.98 (s, 1H), 7.84 (s, 1H), 7.56-7.54 (m, 2H), 7.42 (d, J=2.5 Hz, 1H), 7.37 (dd, J=2.0, 7.0 Hz,... Reactants: [NH4+].[Cl-] (NH4Cl), C[Mg]Cl (MeMgCl), C1CCOC1 (THF), C1COC2(CCC(CC2)=O)O1 (1,4-cyclohexanedione monoethylene acetal), N1CCOCC1 (morpholine), N1N=NC=C1 (1H-1,2,3-triazole). Run in CCOCC (Et2O), C1(=CC=CC=C1)C (toluene). Run at time 2 hour. Yields the product CC1(CCC2(OCCO2)CC1)N1CCOCC1 (4-(8-methyl-1,4-dioxaspiro[4.5]decan-8-yl)morpholine). Isolated yield 90.7%. RXN SMILES: [CH2:1]1[O:11][C:4]2([CH2:9][CH2:8][C:7](=O)[CH2:6][CH2:5]2)[O:3][CH2:2]1.[NH:12]1[CH2:17][CH2:16][O:15][CH2:14][CH2:13]1.N1C=[CH:21]N=N1.C[Mg]Cl.C1COCC1.[NH4+].[Cl-]>C1(C)C=CC=CC=1.CCOCC>[CH3:21][C:7]1([N:12]2[CH2:17][CH2:16][O:15][CH2:14][CH2:13]2)[CH2:8][CH2:9][C:4]2([O:11][CH2:1][CH2:2][O:3]2)[CH2:5][CH2:6]1 |f:5.6|. Reported procedure: A mixture of 1,4-cyclohexanedione monoethylene acetal (7.81 g, 50.00 mmol), morpholine (4.81 mL, 55 mmol) and 1H-1,2,3-triazole (3.48 mL, 60 mmol) in toluene (50 mL) was refluxed for 6 hours while collecting water using a Dean-Stark apparatus. The white suspension containing 10 was allowed to cool to RT and added dropwise over 1 hour to a cooled (ice/salt/water bath) 3.0 M MeMgCl solution in THF (66.67 mL, 200 mmol) while maintaining the internal temperature <24° C. The reaction mixture was stir... The reactants are CSC=1N=CC2=C(N3CCC[C@H]3CN(C2=O)C=2C=C(C(=O)NN)C=CC2)N1 ((S)-3-(9-methylthio-6-oxo-2,3,3a,4-tetrahydro-1H,6H-5,8,10,10b-tetraazabenzo[e]azulen-5-yl)benzoic hydrazide), C([O-])(O)=O.[Na+] (sodium bicarbonate), C(Cl)(Cl)Cl (chloroform), C(C)(C)N=C=O (isopropyl isocyanate). The solvent is ClCCl (dichloromethane). Conditions: time 14 hour. The product is C(C)(C)NC1=NN=C(O1)C=1C=C(C=CC1)N1C(C2=C(N3CCC[C@H]3C1)N=C(N=C2)SC)=O ((S)-5-[3-(5-isopropylamino-1,3,4-oxadiazol-2-yl)phenyl]-9-methylthio-1,2,3,3a,4,5-hexahydro-5,8,10,10b-tetraazabenzo[e]azulen-6-one). Isolated yield 21.0%. As a reaction SMILES: [CH3:1][S:2][C:3]1[N:4]=[CH:5][C:6]2[C:15](=[O:16])[N:14]([C:17]3[CH:18]=[C:19]([CH:24]=[CH:25][CH:26]=3)[C:20]([NH:22][NH2:23])=[O:21])[CH2:13][C@H:12]3[N:8]([CH2:9][CH2:10][CH2:11]3)[C:7]=2[N:27]=1.[CH:28]([N:31]=[C:32]=O)([CH3:30])[CH3:29].C(=O)(O)[O-].[Na+].C(Cl)(Cl)Cl>ClCCl>[CH:28]([NH:31][C:32]1[O:21][C:20]([C:19]2[CH:18]=[C:17]([N:14]3[CH2:13][C@H:12]4[N:8]([CH2:9][CH2:10][CH2:11]4)[C:7]4[N:27]=[C:3]([S:2][CH3:1])[N:4]=[CH:5][C:6]=4[C:15]3=[O:16])[CH:26]=[CH:25][CH:24]=2)=[N:22][N:23]=1)([CH3:30])[CH3:29] |f:2.3|. Procedure details: (S)-3-(9-Methylthio-6-oxo-2,3,3a,4-tetrahydro-1H,6H-5,8,10,10b-tetraazabenzo[e]azulen-5-yl)benzoic hydrazide (300 mg, 0.780 mmol) obtained in Step 2 of Example 56 was dissolved in dichloromethane (16 mL), and the mixture was stirred at room temperature for 14 hours after adding isopropyl isocyanate (0.092 mL, 0.936 mmol). Thereafter, a saturated aqueous sodium bicarbonate solution and chloroform were added to the mixture to separate the organic layer. The organic layer was dried over anhydrous m... Reactants: CS(=O)c1cc(CC(=O)O)cc2c1NC(C(F)(F)F)CC2, CSc1cc(CC(=O)O)cc2c1NC(C(F)(F)F)CC2, Cl, [Na+], [OH-], O, OO. Product: CS(=O)(=O)c1cc(CC(=O)O)cc2c1NC(C(F)(F)F)CC2. RXN SMILES: [CH3:23][S:24](=[O:25])[c:26]1[cH:27][c:28]([CH2:40][C:41](=[O:42])[OH:43])[cH:29][c:30]2[c:35]1[NH:34][CH:33]([C:36]([F:37])([F:38])[F:39])[CH2:32][CH2:31]2.[CH3:3][S:4][c:5]1[cH:6][c:7]([CH2:8][C:9]([OH:10])=[O:21])[cH:11][c:12]2[c:13]1[NH:14][CH:15]([C:16]([F:17])([F:18])[F:19])[CH2:20][CH2:22]2.[ClH:46].[Na+:2].[OH-:1].[OH2:47].[OH:44][OH:45]>>[O:21]=[S:24]([CH3:23])(=[O:25])[c:26]1[cH:27][c:28]([CH2:40][C:41](=[O:42])[OH:43])[cH:29][c:30]2[c:35]1[NH:34][CH:33]([C:36]([F:37])([F:38])[F:39])[CH2:32][CH2:31]2.